This data is from the Open Reaction Database (ORD), a public repository of structured organic reaction records. The task is: describe an organic reaction: reactants, conditions, products, and yield Reactants: IC=1C=C2CN(CC2=CC1)C(=O)OC(C)(C)C (tert-Butyl 5-iodoisoindoline-2-carboxylate), IC=1C=C2C=CNC2=CC1 (5-iodoindole). The product is C(#N)C=1C=C2CN(CC2=CC1)C(=O)OC(C)(C)C (tert-Butyl 5-cyanoisoindoline-2-carboxylate). As a reaction SMILES: I[C:2]1[CH:3]=[C:4]2[C:8](=[CH:9][CH:10]=1)[CH2:7][N:6]([C:11]([O:13][C:14]([CH3:17])([CH3:16])[CH3:15])=[O:12])[CH2:5]2.IC1C=C2C(=CC=1)[NH:24][CH:23]=C2>>[C:23]([C:2]1[CH:3]=[C:4]2[C:8](=[CH:9][CH:10]=1)[CH2:7][N:6]([C:11]([O:13][C:14]([CH3:17])([CH3:16])[CH3:15])=[O:12])[CH2:5]2)#[N:24]. Reported procedure: When the product of Step B was substituted for 5-iodoindole in Example 7, Step A, the similar process afforded the title compound in 85%, as colourless solid, after purification by FCC (SiO2; CH2Cl2). 1H-NMR (CDCl3) 1.49 (s, 9H); 4.56-4.72 (m, 4H); 7.32-7.37 (m, 1H); 7.49-7.56 (m, 2H). Reactants: C1(=CC=CC=C1)S(=O)(=O)N1C(N(C(C1)C1=CC(=CC=C1)Br)C(C)C)=O (1-benzenesulfonyl-4-(3-bromo-phenyl)-3-isopropyl-imidazolidin-2-one), B(O)(O)C=1C=C(C=CC1)S(=O)(=O)N (3-boronobenzenesulfonamide), C([O-])([O-])=O.[Na+].[Na+] (sodium carbonate). Reagents/catalysts: C1=CC=C(C=C1)P([C-]2C=CC=C2)C3=CC=CC=C3.C1=CC=C(C=C1)P([C-]2C=CC=C2)C3=CC=CC=C3.Cl[Pd]Cl.[Fe+2].ClCCl (dichloro[1,1′-bis(diphenylphosphino)ferrocene]palladium dichloromethane). Run in O1CCOCC1.O (dioxane water). Product: C1(=CC=CC=C1)S(=O)(=O)N1C(N(C(C1)C=1C=C(C=CC1)C1=CC(=CC=C1)S(=O)(=O)N)C(C)C)=O (3′-(1-benzenesulfonyl-3-isopropyl-2-oxo-imidazolidin-4-yl)-biphenyl-3-sulfonic acid amide). As a reaction SMILES: [C:1]1([S:7]([N:10]2[CH2:14][CH:13]([C:15]3[CH:20]=[CH:19][CH:18]=[C:17](Br)[CH:16]=3)[N:12]([CH:22]([CH3:24])[CH3:23])[C:11]2=[O:25])(=[O:9])=[O:8])[CH:6]=[CH:5][CH:4]=[CH:3][CH:2]=1.B([C:29]1[CH:30]=[C:31]([S:35]([NH2:38])(=[O:37])=[O:36])[CH:32]=[CH:33][CH:34]=1)(O)O.C(=O)([O-])[O-].[Na+].[Na+]>O1CCOCC1.O.C1C=CC(P(C2C=CC=CC=2)[C-]2C=CC=C2)=CC=1.C1C=CC(P(C2C=CC=CC=2)[C-]2C=CC=C2)=CC=1.Cl[Pd]Cl.[Fe+2].ClCCl>[C:1]1([S:7]([N:10]2[CH2:14][CH:13]([C:15]3[CH:16]=[C:17]([C:29]4[CH:34]=[CH:33][CH:32]=[C:31]([S:35]([NH2:38])(=[O:37])=[O:36])[CH:30]=4)[CH:18]=[CH:19][CH:20]=3)[N:12]([CH:22]([CH3:24])[CH3:23])[C:11]2=[O:25])(=[O:9])=[O:8])[CH:6]=[CH:5][CH:4]=[CH:3][CH:2]=1 |f:2.3.4,5.6,7.8.9.10.11|. Procedure: In analogy to example 1, step 3,1-benzenesulfonyl-4-(3-bromo-phenyl)-3-isopropyl-imidazolidin-2-one (example 12, step 1) was reacted with 3-boronobenzenesulfonamide in the presence of dichloro[1,1′-bis(diphenylphosphino)ferrocene]palladium dichloromethane adduct and sodium carbonate in dioxane/water to give 3′-(1-benzenesulfonyl-3-isopropyl-2-oxo-imidazolidin-4-yl)-biphenyl-3-sulfonic acid amide as a colorless solid. MS: 499.9 ([M+H]+) Procedure details: To a solution of 2(R)-[(3,4-methylenedioxybenzyl)-(4-methoxy-2,3,6-trimethylbenzene-sulfonyl)amino]-3(S)-(triethylsilyloxy)butyric acid 3,4-methylenedioxybenzyl ester (3.3 g, 4.62 mmol) in argon deoxygenated 80% ethanol-tetrahydrofuran (100 mL) was added 10% Pd-C (2 g) and the resulting reaction mixture was hydrogenated at atmospheric pressure for 45 min. The reaction mixture was degassed under argon, the slurry was filtered over Celite, and the Celite pad was washed with ample 80% ethanol-methy... Solvent: C(C)(=O)OCC (ethyl acetate), C(C)O.O1CCCC1 (ethanol tetrahydrofuran). The reagents and catalysts are [Pd] (Pd-C). Starting materials: C(C1=CC=CC=C1)ON (O-Benzyl hydroxylamine), C=1C=CC2=C(C1)N=NN2O (HOBT), CCN=C=NCCCN(C)C (EDAC), C1OC=2C=C(COC([C@@H]([C@H](C)O[Si](CC)(CC)CC)N(S(=O)(=O)C3=C(C(=C(C=C3C)OC)C)C)CC3=CC4=C(C=C3)OCO4)=O)C=CC2O1 (2(R)-[(3,4-methylenedioxybenzyl)-(4-methoxy-2,3,6-trimethylbenzene-sulfonyl)amino]-3(S)-(triethylsilyloxy)butyric acid 3,4-methylenedioxybenzyl ester). Yield: 47.4%. Reaction SMILES: C1OC2C=CC(C[O:7][C:8](=O)[C@H:9]([N:20]([CH2:35][C:36]3[CH:41]=[CH:40][C:39]4[O:42][CH2:43][O:44][C:38]=4[CH:37]=3)[S:21]([C:24]3[C:29]([CH3:30])=[CH:28][C:27]([O:31][CH3:32])=[C:26]([CH3:33])[C:25]=3[CH3:34])(=[O:23])=[O:22])[C@@H:10]([O:12][Si](CC)(CC)CC)[CH3:11])=CC=2O1.[CH2:50]([O:57][NH2:58])[C:51]1[CH:56]=[CH:55][CH:54]=[CH:53][CH:52]=1.C1C=CC2N(O)N=NC=2C=1.CCN=C=NCCCN(C)C>C(OCC)(=O)C.[Pd].C(O)C.O1CCCC1>[CH2:50]([O:57][NH:58][C:8](=[O:7])[C@H:9]([N:20]([CH2:35][C:36]1[CH:41]=[CH:40][C:39]2[O:42][CH2:43][O:44][C:38]=2[CH:37]=1)[S:21]([C:24]1[C:29]([CH3:30])=[CH:28][C:27]([O:31][CH3:32])=[C:26]([CH3:33])[C:25]=1[CH3:34])(=[O:23])=[O:22])[C@@H:10]([OH:12])[CH3:11])[C:51]1[CH:56]=[CH:55][CH:54]=[CH:53][CH:52]=1 |f:6.7|. Reaction conditions: time 45 minute. The product is C(C1=CC=CC=C1)ONC([C@@H]([C@H](C)O)N(S(=O)(=O)C1=C(C(=C(C=C1C)OC)C)C)CC1=CC2=C(C=C1)OCO2)=O (N-benzyloxy-2(R)-[(3,4-methylenedioxy-benzyl)-(4-methoxy-2,3,6-trimethylbenzene-sulfonyl)amino]-3(S)-hydroxybutyramide). The reactants are BrC1=CC(=NC2=CC=C(C=C12)O)C1=CC(=C(C=C1)O)F (4-Bromo-2-(3-fluoro-4-hydroxyphenyl)quinolin-6-ol), C(CCC)[Sn](C=1SC=CN1)(CCCC)CCCC (2-tributylstannylthiazole). Yield: 56.0%. Yields the product FC=1C=C(C=CC1O)C1=NC2=CC=C(C=C2C(=C1)C=1SC=CN1)O (2-(3-Fluoro-4-hydroxyphenyl)-4-thiazol-2-yl-quinolin-6-ol). As a reaction SMILES: Br[C:2]1[C:11]2[C:6](=[CH:7][CH:8]=[C:9]([OH:12])[CH:10]=2)[N:5]=[C:4]([C:13]2[CH:18]=[CH:17][C:16]([OH:19])=[C:15]([F:20])[CH:14]=2)[CH:3]=1.C([Sn](CCCC)(CCCC)[C:26]1[S:27][CH:28]=[CH:29][N:30]=1)CCC>>[F:20][C:15]1[CH:14]=[C:13]([C:4]2[CH:3]=[C:2]([C:26]3[S:27][CH:28]=[CH:29][N:30]=3)[C:11]3[C:6](=[CH:7][CH:8]=[C:9]([OH:12])[CH:10]=3)[N:5]=2)[CH:18]=[CH:17][C:16]=1[OH:19]. Reported procedure: This compound was prepared from 6b and 2-tributylstannylthiazole according to method J. Yellow powder; Yield: 56%; mp>280° C. (dec.); 1H-NMR (400 MHz, DMSO-d6) δ 7.10 (t, J=8.8 Hz, 1H), 7.38 (dd, J=9.1, 2.7 Hz, 1H), 7.95–8.00 (m, 2H), 8.07–8.12 (m, 3H), 8.21 (m, 2H), 10.18 (s, 1H), 10.26 (s, 1H); MS (ESI) m/z 337 ([M−H]−), 339 ([M+H]+); Anal. Calcd for C18H11FN2O2S: C: 63.90, H: 3.28, N: 8.28. Found: C: 62.6, H: 3.43, N: 7.59. Reaction SMILES: [Br:32][c:33]1[cH:34][cH:35][cH:36][c:37]2[cH:38][cH:39][cH:40][n:41][c:42]12.[C:43](=[O:44])([O-:45])[O-:46].[C:56]([P:57]([C:58]([CH3:59])([CH3:60])[CH3:61])[C:62]([CH3:63])([CH3:64])[CH3:65])([CH3:66])([CH3:67])[CH3:68].[C:69]([P:70]([C:71]([CH3:72])([CH3:73])[CH3:74])[C:75]([CH3:76])([CH3:77])[CH3:78])([CH3:79])([CH3:80])[CH3:81].[Cs+:47].[Cs+:48].[F:1][c:2]1[c:3]([CH:17]([CH3:18])[NH:19][C:20](=[O:21])[C:22]2([NH:25][C:26]([C:27]([F:28])([F:29])[F:30])=[O:31])[CH2:23][CH2:24]2)[cH:4][cH:5][c:6]([B:8]2[O:9][C:10]([CH3:11])([CH3:12])[C:13]([CH3:14])([CH3:15])[O:16]2)[cH:7]1.[O:49]1[CH2:50][CH2:51][O:52][CH2:53][CH2:54]1.[Pd:55]>>[F:1][c:2]1[c:3]([CH:17]([CH3:18])[NH:19][C:20](=[O:21])[C:22]2([NH:25][C:26]([C:27]([F:28])([F:29])[F:30])=[O:31])[CH2:23][CH2:24]2)[cH:4][cH:5][c:6](-[c:33]2[cH:34][cH:35][cH:36][c:37]3[cH:38][cH:39][cH:40][n:41][c:42]23)[cH:7]1. Starting materials: Brc1cccc2cccnc12, O=C([O-])[O-], CC(C)(C)P(C(C)(C)C)C(C)(C)C, CC(C)(C)P(C(C)(C)C)C(C)(C)C, [Cs+], [Cs+], CC(NC(=O)C1(NC(=O)C(F)(F)F)CC1)c1ccc(B2OC(C)(C)C(C)(C)O2)cc1F, C1COCCO1, [Pd]. The product is CC(NC(=O)C1(NC(=O)C(F)(F)F)CC1)c1ccc(-c2cccc3cccnc23)cc1F. The reactants are P(=O)(Cl)(Cl)Cl (phosphoryl chloride), C1(=CC=CC=C1)C1=COC=2N=CNC(C21)=O (5-phenylfuro[2,3-d]pyrimidin-4(3H)-one), N (ammonia). The solvent is O (water). Reaction conditions: time 15 minute. Product: ClC=1C2=C(N=CN1)OC=C2C2=CC=CC=C2 (4-Chloro-5-phenylfuro[2,3-d]pyrimidine). As a reaction SMILES: P(Cl)(Cl)([Cl:3])=O.[C:6]1([C:12]2[C:20]3[C:19](=O)[NH:18][CH:17]=[N:16][C:15]=3[O:14][CH:13]=2)[CH:11]=[CH:10][CH:9]=[CH:8][CH:7]=1.N>O>[Cl:3][C:19]1[C:20]2[C:12]([C:6]3[CH:11]=[CH:10][CH:9]=[CH:8][CH:7]=3)=[CH:13][O:14][C:15]=2[N:16]=[CH:17][N:18]=1. Procedure: Add 9.5 ml (101.8 mmol) phosphoryl chloride to 1.8 g (approx. 6.8 mmol) 5-phenylfuro[2,3-d]pyrimidin-4(3H)-one at RT and heat the mixture for 1 h under reflux. Cool the resultant black mixture to RT and carefully add dropwise at <10° C. to a well-stirred solution of 70 ml conc. ammonia solution and 50 ml water cooled to 0° C. (pH>9). At the end of addition, heat the black suspension to RT and stir for a further 15 min. Filter off the black solid with suction, resuspend with water three times, fi...